This data is from the Open Reaction Database (ORD), a public repository of structured organic reaction records. The task is: describe an organic reaction: reactants, conditions, products, and yield Reactants: [N+](=O)([O-])C=1C=C2C(=CNC2=CC1)CCCCN1CCN(CC1)C1=CC2=C(OCCO2)C=C1 (6-[4-(4-(5-nitroindol-3-yl)butyl)piperazino]-1,4-benzodioxane), C(C)(=O)Cl (acetyl chloride). The solvent is C1CCOC1 (THF), C1CCOC1 (THF). Reaction conditions: time 2 hour. Yields the product C(C)(=O)NC=1C=C2C(=CNC2=CC1)CCCCN1CCN(CC1)C1=CC2=C(OCCO2)C=C1 (6-[4-(4-(5-Acetamidoindol-3-yl)butyl)piperazino]-1,4-benzodioxane). As a reaction SMILES: [N+:1]([C:4]1[CH:5]=[C:6]2[C:10](=[CH:11][CH:12]=1)[NH:9][CH:8]=[C:7]2[CH2:13][CH2:14][CH2:15][CH2:16][N:17]1[CH2:22][CH2:21][N:20]([C:23]2[CH:32]=[CH:31][C:26]3[O:27][CH2:28][CH2:29][O:30][C:25]=3[CH:24]=2)[CH2:19][CH2:18]1)([O-])=O.[C:33](Cl)(=[O:35])[CH3:34]>C1COCC1>[C:33]([NH:1][C:4]1[CH:5]=[C:6]2[C:10](=[CH:11][CH:12]=1)[NH:9][CH:8]=[C:7]2[CH2:13][CH2:14][CH2:15][CH2:16][N:17]1[CH2:22][CH2:21][N:20]([C:23]2[CH:32]=[CH:31][C:26]3[O:27][CH2:28][CH2:29][O:30][C:25]=3[CH:24]=2)[CH2:19][CH2:18]1)(=[O:35])[CH3:34]. Reported procedure: A solution of 4.21 g of 6-[4-(4-(5-aminoindol-3-yl)butyl)piperazino]-1,4-benzodioxane ("C") [obtainable as in Example 5] in 35 ml of THF is treated with a solution of 0.9 g of acetyl chloride in 10 ml of THF, and the mixture is stirred at 50° for 2 hours, evaporated and worked up in the conventional manner. 6-[4-(4-(5-Acetamidoindol-3-yl)butyl)piperazino]-1,4-benzodioxane is obtained. Starting materials: CSc1cnc(N)c(I)c1, O, O=S(=O)(Cl)c1ccccc1, c1ccncc1. Product: CSc1cnc(NS(=O)(=O)c2ccccc2)c(I)c1. Reaction SMILES: [NH2:1][c:2]1[n:3][cH:4][c:5]([S:9][CH3:10])[cH:6][c:7]1[I:8].[OH2:21].[c:11]1([S:17](=[O:18])(=[O:19])[Cl:20])[cH:12][cH:13][cH:14][cH:15][cH:16]1.[cH:22]1[cH:23][cH:24][n:25][cH:26][cH:27]1>>[NH:1]([c:2]1[n:3][cH:4][c:5]([S:9][CH3:10])[cH:6][c:7]1[I:8])[S:17]([c:11]1[cH:12][cH:13][cH:14][cH:15][cH:16]1)(=[O:18])=[O:19].